Dataset: the Open Reaction Database (ORD), a public repository of structured organic reaction records. Task: describe an organic reaction: reactants, conditions, products, and yield Reactants: OC(CN1C(CCC1=O)=O)COC1=CC=CC=C1 (1-(2-hydroxy-3-phenoxypropyl)pyrrolidine-2,5-dione), Cl (HCl). Run in C(C)O (ethanol), O (water). Product: Cl.NCC(COC1=CC=CC=C1)O (1-amino-3-phenoxypropan-2-ol hydrochloride). As a reaction SMILES: [OH:1][CH:2]([CH2:11][O:12][C:13]1[CH:18]=[CH:17][CH:16]=[CH:15][CH:14]=1)[CH2:3][N:4]1C(=O)CCC1=O.[ClH:19]>C(O)C.O>[ClH:19].[NH2:4][CH2:3][CH:2]([OH:1])[CH2:11][O:12][C:13]1[CH:18]=[CH:17][CH:16]=[CH:15][CH:14]=1 |f:4.5|. Procedure: A solution of 1-(2-hydroxy-3-phenoxypropyl)pyrrolidine-2,5-dione (3.5 g, 13.1 mmol) (as shown at 3 above) in HCl (12N, 20 mL) and ethanol (20 mL) was heated to reflux for 6 hours. After thin layer chromatography (TLC) showed the reaction was complete, the mixture was concentrated in vacuum to give a white residue, which was taken up in water (20 mL) and washed with ether (3*50 mL). The aqueous phase was concentrated to give crude product, which was crystallized from methanol to give 2.9 g of 1-a... Starting materials: CC(C)O, N#Cc1ccc(-c2cnc(Cl)o2)cc1, Nc1cccc(NS(=O)(=O)Cc2ccccc2)c1. The product is N#Cc1ccc(-c2cnc(Nc3cccc(NS(=O)(=O)Cc4ccccc4)c3)o2)cc1. RXN SMILES: [CH3:33][CH:34]([OH:35])[CH3:36].[Cl:1][c:2]1[o:3][c:4](-[c:7]2[cH:8][cH:9][c:10]([C:11]#[N:12])[cH:13][cH:14]2)[cH:5][n:6]1.[NH2:15][c:16]1[cH:17][c:18]([NH:22][S:23](=[O:24])(=[O:25])[CH2:26][c:27]2[cH:28][cH:29][cH:30][cH:31][cH:32]2)[cH:19][cH:20][cH:21]1>>[c:2]1([NH:15][c:16]2[cH:17][c:18]([NH:22][S:23](=[O:24])(=[O:25])[CH2:26][c:27]3[cH:28][cH:29][cH:30][cH:31][cH:32]3)[cH:19][cH:20][cH:21]2)[o:3][c:4](-[c:7]2[cH:8][cH:9][c:10]([C:11]#[N:12])[cH:13][cH:14]2)[cH:5][n:6]1.